From a dataset of the Open Reaction Database (ORD), a public repository of structured organic reaction records. describe an organic reaction: reactants, conditions, products, and yield Procedure details: 3[(Benzoxazol-2-yl)methoxy]-2-methoxy-5-ethyl-6-methylpyridine (140 mg, 0.47 mmol) was dissolved in methylene chloride (5 ml) and cooled in an ice bath under an atmosphere of nitrogen. 1M Boron tribomide (2.3 mL, 2.3 mmol) in hexane was added to this solution and the reaction mixture was allowed to warm to room temperature over a 0.75 hour period. This mixture was re-cooled in an ice bath and saturated aqueous NaHCO3 (5 mL) was added to quench the reaction. The methylene chloride layer was dried... The reactants are [B] (Boron), O1C(=NC2=C1C=CC=C2)COC=2C(=NC(=C(C2)CC)C)OC (3[(Benzoxazol-2-yl)methoxy]-2-methoxy-5-ethyl-6-methylpyridine), C(=O)(O)[O-].[Na+] (NaHCO3). Product: O1C(=NC2=C1C=CC=C2)COC=2C(NC(=C(C2)CC)C)=O (3-[(benzoxazol-2-yl)methoxy]-5-ethyl-6-methylpyridin-2(1H)-one). The solvent is CCCCCC (hexane), C(Cl)Cl (methylene chloride). The yield is 51.6%. RXN SMILES: [O:1]1[C:5]2[CH:6]=[CH:7][CH:8]=[CH:9][C:4]=2[N:3]=[C:2]1[CH2:10][O:11][C:12]1[C:13]([O:21]C)=[N:14][C:15]([CH3:20])=[C:16]([CH2:18][CH3:19])[CH:17]=1.[B].C([O-])(O)=O.[Na+]>C(Cl)Cl.CCCCCC>[O:1]1[C:5]2[CH:6]=[CH:7][CH:8]=[CH:9][C:4]=2[N:3]=[C:2]1[CH2:10][O:11][C:12]1[C:13](=[O:21])[NH:14][C:15]([CH3:20])=[C:16]([CH2:18][CH3:19])[CH:17]=1 |f:2.3|. Starting materials: Cl.C(C)(=O)OCC (hydrochloric acid ethyl acetate), [OH-].[Na+] (sodium hydroxide), ClC1=C(C=CC(=C1)Cl)C1=CC=CC=2N1N=C(C2NC(OC(C)(C)C)=O)SC (tert-butyl N-[7-(2,4-dichlorophenyl)-2-methylthiopyrazolo[1,5-a]pyridin-3-yl]carbamate), [H-].[Na+] (sodium hydride), ICCC (1-iodopropane). The solvent is O (Water), C(C)(=O)OCC (ethyl acetate), C(C)(=O)OCC (ethyl acetate), CN(C=O)C (N,N-dimethylformamide). Conditions: time 30 minute. Product: ClC1=C(C=CC(=C1)Cl)C1=CC=CC=2N1N=C(C2NCCC)SC (N-[7-(2,4-Dichlorophenyl)-2-methylthiopyrazolo[1,5-a]pyridin-3-yl]-N-propylamine). Reaction SMILES: [Cl:1][C:2]1[CH:7]=[C:6]([Cl:8])[CH:5]=[CH:4][C:3]=1[C:9]1[N:14]2[N:15]=[C:16]([S:26][CH3:27])[C:17]([NH:18][C:19](=O)OC(C)(C)C)=[C:13]2[CH:12]=[CH:11][CH:10]=1.[H-].[Na+].I[CH2:31][CH2:32]C.Cl.C(OCC)(=O)C.[OH-].[Na+]>CN(C)C=O.C(OCC)(=O)C.O>[Cl:1][C:2]1[CH:7]=[C:6]([Cl:8])[CH:5]=[CH:4][C:3]=1[C:9]1[N:14]2[N:15]=[C:16]([S:26][CH3:27])[C:17]([NH:18][CH2:19][CH2:31][CH3:32])=[C:13]2[CH:12]=[CH:11][CH:10]=1 |f:1.2,4.5,6.7|. Reported procedure: After dissolving tert-butyl N-[7-(2,4-dichlorophenyl)-2-methylthiopyrazolo[1,5-a]pyridin-3-yl]carbamate (150 mg) in N,N-dimethylformamide (3 mL), sodium hydride (60%, 21 mg) was added while cooling on ice, and then 1-iodopropane (0.041 mL) was added and the mixture was stirred for 30 minutes. Water was added to the reaction mixture, extraction was performed with ethyl acetate and the extract was washed with brine. The obtained organic layer was dried over anhydrous magnesium sulfate and filtered... Starting materials: CC1(OB(OC1(C)C)C1=CC(=C(C=C1)OC(C)C)C(F)(F)F)C (4,4,5,5-tetramethyl-2-[4-[(1-methylethyl)oxy]-3-(trifluoromethyl)phenyl]-1,3,2-dioxaborolane), BrC=1SC=CN1 (2-bromo-1,3-thiazole), C([O-])([O-])=O.[Cs+].[Cs+] (cesium carbonate). Reagents/catalysts: C1=CC=C(C=C1)P([C-]2C=CC=C2)C3=CC=CC=C3.C1=CC=C(C=C1)P([C-]2C=CC=C2)C3=CC=CC=C3.Cl[Pd]Cl.[Fe+2].C(Cl)Cl (PdCl2(dppf) CH2Cl2). The solvent is C(C)#N (acetonitrile), O (water). Run at temperature 120 celsius. Yields the product CC(C)OC1=C(C=C(C=C1)C=1SC=CN1)C(F)(F)F (2-[4-[(1-methylethyl)oxy]-3-(trifluoromethyl)phenyl]-1,3-thiazole). Isolated yield 52.4%. As a reaction SMILES: CC1(C)C(C)(C)OB([C:9]2[CH:14]=[CH:13][C:12]([O:15][CH:16]([CH3:18])[CH3:17])=[C:11]([C:19]([F:22])([F:21])[F:20])[CH:10]=2)O1.Br[C:25]1[S:26][CH:27]=[CH:28][N:29]=1.C(=O)([O-])[O-].[Cs+].[Cs+]>C(#N)C.O.C1C=CC(P(C2C=CC=CC=2)[C-]2C=CC=C2)=CC=1.C1C=CC(P(C2C=CC=CC=2)[C-]2C=CC=C2)=CC=1.Cl[Pd]Cl.[Fe+2].C(Cl)Cl>[CH3:18][CH:16]([O:15][C:12]1[CH:13]=[CH:14][C:9]([C:25]2[S:26][CH:27]=[CH:28][N:29]=2)=[CH:10][C:11]=1[C:19]([F:20])([F:21])[F:22])[CH3:17] |f:2.3.4,7.8.9.10.11|. Procedure details: To a solution of 4,4,5,5-tetramethyl-2-[4-[(1-methylethyl)oxy]-3-(trifluoromethyl)phenyl]-1,3,2-dioxaborolane (D42) (160 mg), 2-bromo-1,3-thiazole (119 mg) and cesium carbonate (237 mg) in acetonitrile (15 mL) and water (3.75 mL) stirred under nitrogen at room temperature was added PdCl2(dppf)-CH2Cl2 adduct (39.6 mg) in one charge. The reaction vessel was sealed and heated under microwave at 120° C. for 1 h. After cooling the reaction, the reaction mixture was filtered and the filtrate was parti... Reactants: C(C)OC(C(CCC(=O)OCC)(F)F)=O (2,2-difluoropentanedioic acid diethyl ester), C(C)OC(C(CCC(=O)OCC)(F)F)=O (2,2-difluoropentanedioic acid diethyl ester), N (ammonia). Solvent: C(C)O (ethanol). Conditions: time 30 minute. The product is C(C)OC(CCC(F)(F)C(N)=O)=O (4-carbamoyl-4,4-difluoro butyric acid ethyl ester). As a reaction SMILES: C([O:3][C:4](=O)[C:5]([F:14])([F:13])[CH2:6][CH2:7][C:8]([O:10][CH2:11][CH3:12])=[O:9])C.[NH3:16]>C(O)C>[CH2:11]([O:10][C:8](=[O:9])[CH2:7][CH2:6][C:5]([C:4](=[O:3])[NH2:16])([F:14])[F:13])[CH3:12]. Procedure: 2,2-difluoropentanedioic acid diethyl ester (21 g) synthesized in Section (1) was dissolved in ethanol (50 mL) and 2.0 M methanolic ammonia was slowly added thereto. The mixture was stirred at room temperature for 30 min and distilled under reduced pressure to afford 18.2 g of the title compound as viscous oil, which was used in the subsequent step without further purification. Procedure details: Sodium borohydride (1.4 g, 36 mmol) was carefully added to a suspension of 1.53 g (6.30 mmol) of 3-methylamino-2-methyl-4-methylsulfonylbenzoic acid and 1.8 g (60 mmol) of paraformaldehyde in 75 mL of dry tetrahydrofuran under a nitrogen atmosphere. A 30 mL aliquot of trifluoroacetic acid was then added dropwise over 1 hour. Gas evolution was vigorous at first, but then subsided as the grey-white suspension was allowed to stir at room temperature. After 8 hours, the reaction was found to be comp... The reactants are FC(C(=O)O)(F)F (trifluoroacetic acid), [BH4-].[Na+] (Sodium borohydride), CNC=1C(=C(C(=O)O)C=CC1S(=O)(=O)C)C (3-methylamino-2-methyl-4-methylsulfonylbenzoic acid), C=O (paraformaldehyde), [OH-].[Na+] (sodium hydroxide). Solvent: O1CCCC1 (tetrahydrofuran), O (water). As a reaction SMILES: [BH4-].[Na+].[CH3:3][NH:4][C:5]1[C:6]([CH3:18])=[C:7]([CH:11]=[CH:12][C:13]=1[S:14]([CH3:17])(=[O:16])=[O:15])[C:8]([OH:10])=[O:9].C=O.F[C:22](F)(F)C(O)=O.[OH-].[Na+]>O1CCCC1.O>[CH3:3][N:4]([CH3:22])[C:5]1[C:6]([CH3:18])=[C:7]([CH:11]=[CH:12][C:13]=1[S:14]([CH3:17])(=[O:16])=[O:15])[C:8]([OH:10])=[O:9] |f:0.1,5.6|. Reaction conditions: time 8 hour. The product is CN(C=1C(=C(C(=O)O)C=CC1S(=O)(=O)C)C)C (3-Dimethylamino-2-methyl-4-methylsulfonylbenzoic Acid). The reactants are CC(C)(C)[O-], Cc1ccccc1, Clc1cc2ccccc2cn1, CC(CN(C)C)Oc1nc(N)cnc1C#N, [Na+], CC(=O)[O-], CC(=O)[O-], CN(C)C=O, [Pd+2]. The product is CC(CN(C)C)Oc1nc(Nc2cc3ccccc3cn2)cnc1C#N. As a reaction SMILES: [CH3:28][C:29]([CH3:30])([O-:31])[CH3:32].[CH3:34][c:35]1[cH:36][cH:37][cH:38][cH:39][cH:40]1.[Cl:1][c:2]1[n:3][cH:4][c:5]2[cH:6][cH:7][cH:8][cH:9][c:10]2[cH:11]1.[NH2:12][c:13]1[n:14][c:15]([O:21][CH:22]([CH2:23][N:24]([CH3:25])[CH3:26])[CH3:27])[c:16]([C:19]#[N:20])[n:17][cH:18]1.[Na+:33].[O-:47][C:48]([CH3:49])=[O:50].[O-:51][C:52]([CH3:53])=[O:54].[O:41]=[CH:42][N:43]([CH3:44])[CH3:45].[Pd+2:46]>>[c:2]1([NH:12][c:13]2[n:14][c:15]([O:21][CH:22]([CH2:23][N:24]([CH3:25])[CH3:26])[CH3:27])[c:16]([C:19]#[N:20])[n:17][cH:18]2)[n:3][cH:4][c:5]2[cH:6][cH:7][cH:8][cH:9][c:10]2[cH:11]1. The reactants are C=CCOc1ccc(C(=O)C=Cc2ccc(OC)c(OC)c2)cc1, CO, O, Cc1ccc(S(=O)(=O)O)cc1. Yields the product COc1ccc(C=CC(=O)c2ccc(O)cc2)cc1OC. As a reaction SMILES: [CH3:1][O:2][c:3]1[cH:4][c:5]([CH:11]=[CH:12][C:13](=[O:14])[c:15]2[cH:16][cH:17][c:18]([O:21][CH2:22][CH:23]=[CH2:24])[cH:19][cH:20]2)[cH:6][cH:7][c:8]1[O:9][CH3:10].[CH3:36][OH:37].[OH2:38].[c:25]1([CH3:26])[cH:27][cH:28][c:29]([S:30]([OH:31])(=[O:32])=[O:33])[cH:34][cH:35]1>>[CH3:1][O:2][c:3]1[cH:4][c:5]([CH:11]=[CH:12][C:13](=[O:14])[c:15]2[cH:16][cH:17][c:18]([OH:21])[cH:19][cH:20]2)[cH:6][cH:7][c:8]1[O:9][CH3:10]. The reactants are C1CCOC1, COc1ccc2c(c1)CCCC2=O, [Li]CCCC, CC(C)NC(C)C, C[Si](C)(C)Cl, O. The product is COc1ccc2c(c1)CCC=C2O[Si](C)(C)C. Reaction SMILES: [CH2:31]1[O:32][CH2:33][CH2:34][CH2:35]1.[CH3:13][O:14][c:15]1[cH:16][c:17]2[c:22]([cH:23][cH:24]1)[C:21](=[O:25])[CH2:20][CH2:19][CH2:18]2.[CH3:8][CH2:9][CH2:10][CH2:11][Li:12].[CH:1]([NH:2][CH:3]([CH3:4])[CH3:5])([CH3:6])[CH3:7].[Cl:26][Si:27]([CH3:28])([CH3:29])[CH3:30].[OH2:36]>>[CH3:13][O:14][c:15]1[cH:16][c:17]2[c:22]([cH:23][cH:24]1)[C:21]([O:25][Si:27]([CH3:28])([CH3:29])[CH3:30])=[CH:20][CH2:19][CH2:18]2. Starting materials: O=C([O-])O, CN(C)C=O, N#CC1(c2cccc(C(=O)O)c2Cl)CC1, O=C(Cl)C(=O)Cl, Nc1cc(O)c(F)cc1F, [Na+], C1CCOC1, O. Yields the product N#CC1(c2cccc(C(=O)Nc3cc(O)c(F)cc3F)c2Cl)CC1. As a reaction SMILES: [C:31](=[O:32])([O-:33])[OH:34].[CH3:16][N:17]([CH3:18])[CH:19]=[O:20].[Cl:1][c:2]1[c:3]([C:4](=[O:5])[OH:6])[cH:7][cH:8][cH:9][c:10]1[C:11]1([C:14]#[N:15])[CH2:12][CH2:13]1.[Cl:36][C:37]([C:38]([Cl:39])=[O:40])=[O:41].[NH2:21][c:22]1[c:23]([F:30])[cH:24][c:25]([F:29])[c:26]([OH:28])[cH:27]1.[Na+:35].[O:42]1[CH2:43][CH2:44][CH2:45][CH2:46]1.[OH2:47]>>[Cl:1][c:2]1[c:3]([C:4](=[O:6])[NH:21][c:22]2[c:23]([F:30])[cH:24][c:25]([F:29])[c:26]([OH:28])[cH:27]2)[cH:7][cH:8][cH:9][c:10]1[C:11]1([C:14]#[N:15])[CH2:12][CH2:13]1.